Task: describe an organic reaction: reactants, conditions, products, and yield. Dataset: the Open Reaction Database (ORD), a public repository of structured organic reaction records Reactants: Cl.NO (hydroxylamine hydrochloride), solution, CC(C(C)=O)(C)SC#N (3-methyl-3-thiocyanato-2-butanone), O (water), C(O)([O-])=O.[Na+] (sodium hydrogen carbonate). The solvent is C(C)O (ethanol). Yields the product N(O)=C1SC(C(=N1)C)(C)C (2-oxo-4,5,5-trimethyl-3-thiazoline-oxime). RXN SMILES: Cl.[NH2:2][OH:3].O.C(=O)([O-])O.[Na+].[CH3:10][C:11]([S:16][C:17]#[N:18])([CH3:15])[C:12](=O)[CH3:13]>C(O)C>[N:2](=[C:17]1[N:18]=[C:12]([CH3:13])[C:11]([CH3:15])([CH3:10])[S:16]1)[OH:3] |f:0.1,3.4|. Procedure details: 8.3 g. (0.12 mol) of hydroxylamine hydrochloride were dissolved in 50 ml. of water and treated with 10.1 g. (0.12 mol) of sodium hydrogen carbonate. This solution (pH 6-7) was added with stirring at room temperature to a solution of 14.3 g. (0.1 mol) of 3-methyl-3-thiocyanato-2-butanone in 100 ml. of ethanol. The temperature of the mixture rose rapidly to 37° C. The mixture was then stirred for 1 hour, 120 ml. of the solvent were then distilled off at 50° C. in vacuo. The residue was extracted t... Starting materials: Cc1cc(Br)ccc1-c1ccccc1, [K+], O=[Mn](=O)(=O)[O-], O, c1ccncc1. Product: O=C(O)c1cc(Br)ccc1-c1ccccc1. As a reaction SMILES: [Br:1][c:2]1[cH:3][c:4]([CH3:14])[c:5](-[c:8]2[cH:9][cH:10][cH:11][cH:12][cH:13]2)[cH:6][cH:7]1.[K+:20].[Mn:15](=[O:16])([O-:17])(=[O:18])=[O:19].[OH2:21].[cH:22]1[cH:23][cH:24][n:25][cH:26][cH:27]1>>[Br:1][c:2]1[cH:3][c:4]([C:14]([OH:16])=[O:21])[c:5](-[c:8]2[cH:9][cH:10][cH:11][cH:12][cH:13]2)[cH:6][cH:7]1. The reactants are N[C@H]1CC2=C(C=CC(=C2CC1)C)N1CCN(CC1)C ((R)-2-amino-5-methyl-8-(4-methylpiperazin-1-yl)-1,2,3,4-tetrahydronaphthalene), O1CCN(CC1)C1=CC=C(C(=O)O)C=C1 (4-Morpholinobenzoic acid), 1,1-carbonyldiimidazole. Solvent: CN(C=O)C (N,N-dimethylformamide), CN(C=O)C (N,N-dimethylformamide). Reaction conditions: temperature 75 celsius, time 1.5 hour. Yields the product N (NH3), CC1=C2CC[C@H](CC2=C(C=C1)N1CCN(CC1)C)NC(C1=CC=C(C=C1)N1CCOCC1)=O ((R)-N-[5-Methyl-8-(4-methylpiperazin-1-yl)-1,2,3,4-tetrahydro-2-naphthyl]-4-morpholinobenzamide). The yield is 146.9%. Reaction SMILES: [O:1]1[CH2:6][CH2:5][N:4]([C:7]2[CH:15]=[CH:14][C:10]([C:11]([OH:13])=O)=[CH:9][CH:8]=2)[CH2:3][CH2:2]1.[NH2:16][C@@H:17]1[CH2:26][CH2:25][C:24]2[C:19](=[C:20]([N:28]3[CH2:33][CH2:32][N:31]([CH3:34])[CH2:30][CH2:29]3)[CH:21]=[CH:22][C:23]=2[CH3:27])[CH2:18]1>CN(C)C=O>[NH3:4].[CH3:27][C:23]1[CH:22]=[CH:21][C:20]([N:28]2[CH2:29][CH2:30][N:31]([CH3:34])[CH2:32][CH2:33]2)=[C:19]2[C:24]=1[CH2:25][CH2:26][C@@H:17]([NH:16][C:11](=[O:13])[C:10]1[CH:9]=[CH:8][C:7]([N:4]3[CH2:3][CH2:2][O:1][CH2:6][CH2:5]3)=[CH:15][CH:14]=1)[CH2:18]2. Procedure: 4-Morpholinobenzoic acid (92 mg, 0.44 mmol) was dissolved in dry N,N-dimethylformamide (2 mL) and flushed with nitrogen. To the solution was added 1,1-carbonyldiimidazole (76 mg, 0.47 mmol) and the reaction mixture was stirred at 75° C. for 1.5 h. The solution was cooled to room temperature and (R)-2-amino-5-methyl-8-(4-methylpiperazin-1-yl)-1,2,3,4-tetrahydronaphthalene (110 mg, 0.42 mmol), dissolved in dry N,N-dimethylformamide (2 mL) was added. The solution was stirred at room temperature for... Reactants: [(S,S)-N-(pentamethylbenzenesulfonyl)-1,2-diphenyl-ethylenediamine](hexamethylbenzene)ruthenium, [N+](=O)([O-])/C=C/C1=CC2=C(OCO2)C=C1 (5-[(1E)-2-nitroethenyl]-1,3-benzodioxole), C(CC(=O)OC)(=O)OC (dimethyl malonate). Solvent: C1(=CC=CC=C1)C (toluene). Run at temperature 0 celsius, time 48 hour. The product is COC(=O)C(C(=O)OC)C(C[N+](=O)[O-])C1=CC2=C(C=C1)OCO2 (methyl 2-methoxycarbonyl-3-[(3,4-methylenedioxy)phenyl]-4-nitrobutanoate). As a reaction SMILES: [N+:1](/[CH:4]=[CH:5]/[C:6]1[CH:14]=[CH:13][C:9]2[O:10][CH2:11][O:12][C:8]=2[CH:7]=1)([O-:3])=[O:2].[C:15]([O:22][CH3:23])(=[O:21])[CH2:16][C:17]([O:19][CH3:20])=[O:18]>C1(C)C=CC=CC=1>[CH3:20][O:19][C:17]([CH:16]([CH:5]([C:6]1[CH:14]=[CH:13][C:9]2[O:10][CH2:11][O:12][C:8]=2[CH:7]=1)[CH2:4][N+:1]([O-:3])=[O:2])[C:15]([O:22][CH3:23])=[O:21])=[O:18]. Procedure details: [(S,S)-N-(pentamethylbenzenesulfonyl)-1,2-diphenyl-ethylenediamine](hexamethylbenzene)ruthenium (13.7 mg, 0.02 mmol, S/C=50), 5-[(1E)-2-nitroethenyl]-1,3-benzodioxole (193 mg, 1.0 mmol), dimethyl malonate (137 μl, 1.2 mmol) and toluene (4 ml) were added into Schlenk (20 ml) under an argon atmosphere, and stirred at 0° C. for 48 hours. The reaction solution was purified by flash column chromatography (hexane/acetone=90/10, SiO2), showing that the isolation yield of the product was 99%. The optica... The reactants are OCCC1=CC=C(C=C1)CCO (2-[4-(2-Hydroxyethyl)phenyl]ethan-1-ol), C1CN2CCN1CC2 (DABCO), C1(=CC=C(C=C1)S(=O)(=O)Cl)C (p-toluenesulfonyl chloride). Run in C1CCOC1 (THF). Conditions: time 8 hour. Yields the product OCCC1=CC=C(C=C1)CCOS(=O)(=O)C1=CC=C(C=C1)C (Toluene-4-sulfonic Acid 2-[4-(2-Hydroxyethyl)-phenyl]ethyl Ester). The yield is 43.0%. Reaction SMILES: [OH:1][CH2:2][CH2:3][C:4]1[CH:9]=[CH:8][C:7]([CH2:10][CH2:11][OH:12])=[CH:6][CH:5]=1.C1N2CCN(CC2)C1.[C:21]1([CH3:31])[CH:26]=[CH:25][C:24]([S:27](Cl)(=[O:29])=[O:28])=[CH:23][CH:22]=1>C1COCC1>[OH:1][CH2:2][CH2:3][C:4]1[CH:9]=[CH:8][C:7]([CH2:10][CH2:11][O:12][S:27]([C:24]2[CH:25]=[CH:26][C:21]([CH3:31])=[CH:22][CH:23]=2)(=[O:29])=[O:28])=[CH:6][CH:5]=1. Procedure details: To a stirred solution of the intermediate from Step A in THF (50 mL) was added DABCO (1.51 g, 13.5 mmol) and then p-toluenesulfonyl chloride (50 mL). The resulting mixture was stirred overnight at room temperature and then filtered to remove precipitated hydrochloride salts. The filtrate was concentrated under reduced pressure and DCM (50 mL) was added to the residue. The organic layer was then washed with water (1×100 mL), saturated NaCl (1×100 mL), dried over magnesium sulfate, filtered and th... Reactants: CO, Cl, C#CCOC(=O)c1cc(F)c(OCC#C)cc1F, [Na+], [OH-]. Product: C#CCOc1cc(F)c(C(=O)O)cc1F. RXN SMILES: [CH3:22][OH:23].[ClH:21].[F:3][c:4]1[c:5]([C:6](=[O:7])[O:8][CH2:9][C:10]#[CH:11])[cH:12][c:13]([F:20])[c:14]([O:16][CH2:17][C:18]#[CH:19])[cH:15]1.[Na+:2].[OH-:1]>>[F:3][c:4]1[c:5]([C:6](=[O:7])[OH:8])[cH:12][c:13]([F:20])[c:14]([O:16][CH2:17][C:18]#[CH:19])[cH:15]1.